Task: describe an organic reaction: reactants, conditions, products, and yield. Dataset: the Open Reaction Database (ORD), a public repository of structured organic reaction records The reactants are CC1=C(C(=CC=C1)C)N1C(N(C(C1)CC(=O)OCC)C1=C(C=CC=C1C)C)=N (ethyl 1,3-bis(2',6'-dimethylphenyl)-2-imino-imidazolidine-4-acetate). The solvent is C(C)(=O)OCC (ethyl acetate). The product is CC1=C(C(=CC=C1)C)N1C(N(C(C1)CC(=O)O)C1=C(C=CC=C1C)C)=N (1,3-Bis(2',6'-dimethylphenyl)-2-imino-imidazolidine-4-acetic acid). As a reaction SMILES: [CH3:1][C:2]1[CH:7]=[CH:6][CH:5]=[C:4]([CH3:8])[C:3]=1[N:9]1[CH2:13][CH:12]([CH2:14][C:15]([O:17]CC)=[O:16])[N:11]([C:20]2[C:25]([CH3:26])=[CH:24][CH:23]=[CH:22][C:21]=2[CH3:27])[C:10]1=[NH:28]>C(OCC)(=O)C>[CH3:1][C:2]1[CH:7]=[CH:6][CH:5]=[C:4]([CH3:8])[C:3]=1[N:9]1[CH2:13][CH:12]([CH2:14][C:15]([OH:17])=[O:16])[N:11]([C:20]2[C:21]([CH3:27])=[CH:22][CH:23]=[CH:24][C:25]=2[CH3:26])[C:10]1=[NH:28]. Reported procedure: When the above product is allowed to stand at room temperature in ethyl acetate for 2 days, a transesterification reaction occurs, the ethyl 1,3-bis(2',6'-dimethylphenyl)-2-imino-imidazolidine-4-acetate, melting at 142°-144° C., is obtained. The reactants are ClCCl, CC(N)C(C)(C)C, O=C(OC(Cl)(Cl)Cl)OC(Cl)(Cl)Cl, [Na+], O=C([O-])O. Product: CC(N=C=O)C(C)(C)C. As a reaction SMILES: [CH2:25]([Cl:26])[Cl:27].[CH3:1][CH:2]([C:3]([CH3:4])([CH3:5])[CH3:6])[NH2:7].[Cl:13][C:14]([Cl:15])([O:16][C:17](=[O:18])[O:19][C:20]([Cl:21])([Cl:22])[Cl:23])[Cl:24].[Na+:12].[O-:8][C:9]([OH:10])=[O:11]>>[CH3:1][CH:2]([C:3]([CH3:4])([CH3:5])[CH3:6])[N:7]=[C:9]=[O:8]. Starting materials: CC(C)(C)OC(=O)[C@H]1NC(C2(CCCC2)CCNC([C@H](CSSC1)NC(=O)[C@H]1N(CC[C@@H]1C1=CC=C(C=C1)O)C(C)=O)=O)=O ((8R,13R)-13-[[[1-acetyl-3-(R)-(4-hydroxyphenyl)-2-(S)-pyrrolidinyl]carbonyl]amino]-6,14-dioxo-10,11-dithia-7,15-diazaspiro[4. 12]heptadecane-8-carboxylic acid 1,1-dimethylethyl ester), Cl (HCl). Solvent: ClCCl (dichloromethane), O1CCOCC1 (dioxane), mixed solvent. Reaction conditions: time 4.5 hour. Product: N[C@H]1CSSC[C@H](NC(C2(CCCC2)CCNC1=O)=O)C(=O)O ((8R,13R)-13-amino-6,14-dioxo-10,11-dithia-7,15-diazaspiro[4.12]heptadecane-8-carboxylic acid). Yield: 56.3%. As a reaction SMILES: CC([O:5][C:6]([C@@H:8]1[CH2:24][S:23][S:22][CH2:21][C@H:20]([NH:25]C([C@@H]2[C@@H](C3C=CC(O)=CC=3)CCN2C(=O)C)=O)[C:19](=[O:43])[NH:18][CH2:17][CH2:16][C:11]2([CH2:15][CH2:14][CH2:13][CH2:12]2)[C:10](=[O:44])[NH:9]1)=[O:7])(C)C.Cl>ClCCl.O1CCOCC1>[NH2:25][C@@H:20]1[C:19](=[O:43])[NH:18][CH2:17][CH2:16][C:11]2([CH2:12][CH2:13][CH2:14][CH2:15]2)[C:10](=[O:44])[NH:9][C@H:8]([C:6]([OH:7])=[O:5])[CH2:24][S:23][S:22][CH2:21]1. Reported procedure: To a solution of this ester (3.01 g) in 15 mL of dry dichloromethane was added 4N HCl in dioxane (50 mL) in one portion at room temperature. The resulting solution was stirred at room temperature for 4.5 hours to give a suspension. The suspension was diluted with 50 mL of mixed solvent (3:7 dichloromethane:ether) and was filtered. The light yellow filter-cake was washed with above mixed solvent (2×20 mL) followed by ether (2×20 mL). The cake was dried under vacuum to give a light yellow powder (... The reactants are O (water), C[Mg+].[Br-] (MeMgBr), C(C)OCC (diethylether), ClC=1C=2N(C3=CC=CC=C3N1)C(=NC2C)CCC (4-Chloro-3-methyl-1-propyl-imidazo(1,5-a)quinoxaline). Run in O1CCCC1 (tetrahydrofuran). Conditions: time 8 hour. Product: CC=1N=C(N2C1C(=NC1=CC=CC=C21)C)CCC (3,4-Dimethyl-1-propyl-imidazo(1,5-a)quinoxaline). Reaction SMILES: Cl[C:2]1[C:3]2[N:4]([C:12]([CH2:16][CH2:17][CH3:18])=[N:13][C:14]=2[CH3:15])[C:5]2[C:10]([N:11]=1)=[CH:9][CH:8]=[CH:7][CH:6]=2.C[Mg+].[Br-].[CH2:22](OCC)C.O>O1CCCC1>[CH3:15][C:14]1[N:13]=[C:12]([CH2:16][CH2:17][CH3:18])[N:4]2[C:5]3[C:10](=[CH:9][CH:8]=[CH:7][CH:6]=3)[N:11]=[C:2]([CH3:22])[C:3]=12 |f:1.2|. Procedure details: 2.6 g 4-Chloro-3-methyl-1-propyl-imidazo(1,5-a)quinoxaline (10 mmol) were dissolved in 50 ml tetrahydrofuran. At room temperature 12 ml 3 M MeMgBr solution in diethylether (36 mmol) was added, followed by 8 hours stirring. After complete reaction, controlled by TLC, 0.5 ml water were added and diethylether was distilled off. The residue was distributed between 100 ml dichloromethane, 25 ml water and 25 ml 10% aqueous ammonia. The organic layer was filtered off, and distilled to dryness. The resi... Reported procedure: To a solution of 4-amino-N-(2-dimethylamino-ethyl)-N-methyl-benzamide (4.0 g, 0.01809 mol) and TEA (2.01 g, 0.01809 mol) in DCM (50 mL) was added 4-bromophenyl isocyanate (4.3 g, 0.0217 mol). The reaction mixture was stirred at room temperature for 12 h. The white solid was obtained and was filtered and dried to afford the title compound [5.0 g, 67%]; LC-MS (ESI): Calculated mass: 418.1; Observed mass: 421.1 [M+H]+ (RT: 1.23 min). Conditions: time 12 hour. The reactants are NC1=CC=C(C(=O)N(C)CCN(C)C)C=C1 (4-amino-N-(2-dimethylamino-ethyl)-N-methyl-benzamide), TEA, BrC1=CC=C(C=C1)N=C=O (4-bromophenyl isocyanate). Product: BrC1=CC=C(C=C1)NC(NC1=CC=C(C(=O)N(C)CCN(C)C)C=C1)=O (4-[3-(4-Bromo-phenyl)-ureido]-N-(2-dimethylamino-ethyl)-N-methyl-benzamide). Isolated yield 65.9%. Reaction SMILES: [NH2:1][C:2]1[CH:16]=[CH:15][C:5]([C:6]([N:8]([CH2:10][CH2:11][N:12]([CH3:14])[CH3:13])[CH3:9])=[O:7])=[CH:4][CH:3]=1.[Br:17][C:18]1[CH:23]=[CH:22][C:21]([N:24]=[C:25]=[O:26])=[CH:20][CH:19]=1>C(Cl)Cl>[Br:17][C:18]1[CH:23]=[CH:22][C:21]([NH:24][C:25](=[O:26])[NH:1][C:2]2[CH:16]=[CH:15][C:5]([C:6]([N:8]([CH2:10][CH2:11][N:12]([CH3:13])[CH3:14])[CH3:9])=[O:7])=[CH:4][CH:3]=2)=[CH:20][CH:19]=1. Solvent: C(Cl)Cl (DCM). Reactants: O=N[O-], Cc1ccc2c(=O)[nH]ccc2c1N, [Na+], O=S(=O)(O)O. Product: Cc1ccc2c(=O)[nH]ccc2c1O. RXN SMILES: [N:14](=[O:15])[O-:16].[NH2:1][c:2]1[c:3]2[cH:4][cH:5][nH:6][c:7](=[O:13])[c:8]2[cH:9][cH:10][c:11]1[CH3:12].[Na+:17].[S:18](=[O:19])(=[O:20])([OH:21])[OH:22]>>[c:2]1([OH:15])[c:3]2[cH:4][cH:5][nH:6][c:7](=[O:13])[c:8]2[cH:9][cH:10][c:11]1[CH3:12]. Starting materials: COCCOC1=CC=C(C=C1)C=1N=C2N(N=C(C=C2)OCCC)C1I (2-[4-(2-Methoxyethoxy)phenyl]-3-iodo-6-propoxyimidazo[1,2-b]pyridazine), C1(=CC=CC=C1)B(O)O (Phenylboronic acid), [OH-].[Na+] (sodium hydroxide). The reagents and catalysts are [Pd].C1(=CC=CC=C1)P(C1=CC=CC=C1)C1=CC=CC=C1.C1(=CC=CC=C1)P(C1=CC=CC=C1)C1=CC=CC=C1.C1(=CC=CC=C1)P(C1=CC=CC=C1)C1=CC=CC=C1.C1(=CC=CC=C1)P(C1=CC=CC=C1)C1=CC=CC=C1 (tetrakis(triphenylphosphine)-palladium(0)). The solvent is COCCOC (1,2-dimethoxyethane), O (water). The product is COCCOC1=CC=C(C=C1)C=1N=C2N(N=C(C=C2)OCCC)C1C1=CC=CC=C1 (2-[4-(2-Methoxyethoxy)phenyl]-3-phenyl-6-propoxyimidazo[1,2-b]pyridazine). RXN SMILES: [CH3:1][O:2][CH2:3][CH2:4][O:5][C:6]1[CH:11]=[CH:10][C:9]([C:12]2[N:13]=[C:14]3[CH:19]=[CH:18][C:17]([O:20][CH2:21][CH2:22][CH3:23])=[N:16][N:15]3[C:24]=2I)=[CH:8][CH:7]=1.[C:26]1(B(O)O)[CH:31]=[CH:30][CH:29]=[CH:28][CH:27]=1.[OH-].[Na+]>COCCOC.O.[Pd].C1(P(C2C=CC=CC=2)C2C=CC=CC=2)C=CC=CC=1.C1(P(C2C=CC=CC=2)C2C=CC=CC=2)C=CC=CC=1.C1(P(C2C=CC=CC=2)C2C=CC=CC=2)C=CC=CC=1.C1(P(C2C=CC=CC=2)C2C=CC=CC=2)C=CC=CC=1>[CH3:1][O:2][CH2:3][CH2:4][O:5][C:6]1[CH:11]=[CH:10][C:9]([C:12]2[N:13]=[C:14]3[CH:19]=[CH:18][C:17]([O:20][CH2:21][CH2:22][CH3:23])=[N:16][N:15]3[C:24]=2[C:26]2[CH:31]=[CH:30][CH:29]=[CH:28][CH:27]=2)=[CH:8][CH:7]=1 |f:2.3,6.7.8.9.10|. Procedure details: 2-[4-(2-Methoxyethoxy)phenyl]-3-iodo-6-propoxyimidazo[1,2-b]pyridazine (100 mg, 0.22 mmol) was dissolved with stirring in 1,2-dimethoxyethane (2.5 mL) under an atmosphere of nitrogen. Phenylboronic acid (30 mg, 0.24 mmol) was added followed by tetrakis(triphenylphosphine)-palladium(0) (20 mg). A solution of sodium hydroxide (18 mg, 0.44 mmol) in water (1 mL) was added. The resulting mixture was heated at 70° for 1 hour then cooled and partitioned between dichloromethane and water. The aqueous la...